This data is from the Open Reaction Database (ORD), a public repository of structured organic reaction records. The task is: describe an organic reaction: reactants, conditions, products, and yield RXN SMILES: C[N:2]1CCOCC1.[CH3:8][S:9][C:10]1[N:15]=[C:14]([C:16](O)=[O:17])[CH:13]=[C:12]([C:19]2[CH:24]=[CH:23][CH:22]=[CH:21][CH:20]=2)[N:11]=1.[Cl-].[NH4+].C1C=CC2N(O)N=NC=2C=1.C(Cl)CCl>CN(C=O)C>[CH3:8][S:9][C:10]1[N:15]=[C:14]([C:16]([NH2:2])=[O:17])[CH:13]=[C:12]([C:19]2[CH:24]=[CH:23][CH:22]=[CH:21][CH:20]=2)[N:11]=1 |f:2.3|. The solvent is CN(C)C=O (DMF), CN(C)C=O (DMF). Procedure: N-Methylmorpholine (2.31 mL, 21 mmol) was added dropwise by syringe to a mixture of 2-methylsulfanyl-6-phenylpyrimidine-4-carboxylic acid (3.45 g, 14 mmol), ammonium chloride (4.27 g, 80 mmol), HOBt (2.84 g, 21 mmol), and EDC (4.0 g, 21 mmol) in DMF (40 mL) at room temperature. The reaction solution was stirred at room temperature for 3 h before the DMF was removed by rotary evaporation. Column chromatography (SiO2, DCM/EtOAc 5:1) afforded 3.23 g of 2-(methylthio)-6-phenylpyrimidine-4-carboxamid... The product is CSC1=NC(=CC(=N1)C(=O)N)C1=CC=CC=C1 (2-(methylthio)-6-phenylpyrimidine-4-carboxamide). Starting materials: CN1CCOCC1 (N-Methylmorpholine), CSC1=NC(=CC(=N1)C(=O)O)C1=CC=CC=C1 (2-methylsulfanyl-6-phenylpyrimidine-4-carboxylic acid), [Cl-].[NH4+] (ammonium chloride), C=1C=CC2=C(C1)N=NN2O (HOBt), C(CCl)Cl (EDC). Isolated yield 94.1%. Reactants: FC1=CC=C(C=C1)N=C=O (4-fluorophenylisocyanate), O1CCN(CC1)C1=CCCC1 (1-morpholino-1-cyclopentene). Solvent: C(Cl)(Cl)Cl (chloroform). Conditions: temperature 100 celsius, time 30 minute. The product is FC1=CC=2C3=C(C(NC2C=C1)=O)CCC3 (8-Fluoro-1,2,3,5-tetrahydrocyclopenta[c]quinolin-4-one). Reaction SMILES: [F:1][C:2]1[CH:7]=[CH:6][C:5]([N:8]=[C:9]=[O:10])=[CH:4][CH:3]=1.O1CCN([C:17]2[CH2:21][CH2:20][CH2:19][CH:18]=2)CC1>C(Cl)(Cl)Cl>[F:1][C:2]1[CH:7]=[CH:6][C:5]2[NH:8][C:9](=[O:10])[C:18]3[CH2:19][CH2:20][CH2:21][C:17]=3[C:4]=2[CH:3]=1. Reported procedure: A solution of 4-fluorophenylisocyanate (5.0 g, 36.5 mmol) in chloroform (25 ml) is mixed with 1-morpholino-1-cyclopentene (5.5 ml, 36.5 mmol) and refluxed for 15 minutes. The batch is concentrated by evaporation and purified by column chromatography (SiO2) with ethyl acetate-hexane: 7.6 g (94%) of cyclopentanone-2-carboxylic acid-(4-fluorophenyl)amide, 1H-NMR (DSC842). The amide is stirred in concentrated sulfuric acid (30 ml) for 30 minutes at 100° C. The batch is poured onto ice water and filt... Reactants: C1(CC1)CC=1C(=C(C(=O)N)C=CC1O)O (3-(Cyclopropylmethyl)-2,4-dihydroxy benzamide), ICCCOC1=C(C2=C(CCC(O2)CCC(=O)OC)C=C1)CCC (Methyl 3,4-dihydro-7-(3-iodopropoxy)-8-propyl-2H-1-benzopyran-2-propanoate), ester. Run in C(C)(=O)OCC.CCCCCC (ethyl acetate hexane). The product is NC(=O)C1=C(C(=C(OCCCOC2=C(C3=C(CCC(O3)CCC(=O)OC)C=C2)CCC)C=C1)CC1CC1)O (Methyl 7-[3-[4-(aminocarbonyl)-2-(cyclopropylmethyl)-3-hydroxyphenoxy]propoxy]-3,4-dihydro-8-propyl-2H-1-benzopyran-2-propanoate). RXN SMILES: [CH:1]1([CH2:4][C:5]2[C:6]([OH:15])=[C:7]([CH:11]=[CH:12][C:13]=2[OH:14])[C:8]([NH2:10])=[O:9])[CH2:3][CH2:2]1.I[CH2:17][CH2:18][CH2:19][O:20][C:21]1[CH:36]=[CH:35][C:24]2[CH2:25][CH2:26][CH:27]([CH2:29][CH2:30][C:31]([O:33][CH3:34])=[O:32])[O:28][C:23]=2[C:22]=1[CH2:37][CH2:38][CH3:39]>C(OCC)(=O)C.CCCCCC>[NH2:10][C:8]([C:7]1[CH:11]=[CH:12][C:13]([O:14][CH2:17][CH2:18][CH2:19][O:20][C:21]2[CH:36]=[CH:35][C:24]3[CH2:25][CH2:26][CH:27]([CH2:29][CH2:30][C:31]([O:33][CH3:34])=[O:32])[O:28][C:23]=3[C:22]=2[CH2:37][CH2:38][CH3:39])=[C:5]([CH2:4][CH:1]2[CH2:3][CH2:2]2)[C:6]=1[OH:15])=[O:9] |f:2.3|. Procedure details: The compound of Example 66 and the compound of Example 3 are coupled under the conditions outlined in Example 60. Chromatography of the crude phenolic ester on silica gel using ethyl acetate/hexane (3:7) as eluant affords the product. The reactants are Clc1cccc(OCCBr)c1, COC(=O)Cc1cccc(CNS(=O)(=O)c2cccnc2)c1, [H-], [Na+], CN(C)C=O. Product: COC(=O)Cc1cccc(CN(CCOc2cccc(Cl)c2)S(=O)(=O)c2cccnc2)c1. Reaction SMILES: [Br:25][CH2:26][CH2:27][O:28][c:29]1[cH:30][c:31]([Cl:35])[cH:32][cH:33][cH:34]1.[CH3:3][O:4][C:5]([CH2:6][c:7]1[cH:8][c:9]([CH2:13][NH:14][S:15](=[O:16])(=[O:17])[c:18]2[cH:19][n:20][cH:21][cH:22][cH:23]2)[cH:10][cH:11][cH:12]1)=[O:24].[H-:1].[Na+:2].[O:36]=[CH:37][N:38]([CH3:39])[CH3:40]>>[CH3:3][O:4][C:5]([CH2:6][c:7]1[cH:8][c:9]([CH2:13][N:14]([S:15](=[O:16])(=[O:17])[c:18]2[cH:19][n:20][cH:21][cH:22][cH:23]2)[CH2:26][CH2:27][O:28][c:29]2[cH:30][c:31]([Cl:35])[cH:32][cH:33][cH:34]2)[cH:10][cH:11][cH:12]1)=[O:24].